This data is from the Open Reaction Database (ORD), a public repository of structured organic reaction records. The task is: describe an organic reaction: reactants, conditions, products, and yield Procedure: A solution of 10.00 g 4-oxo-undecanoic acid 3-(4-tert-butyl-phenyl)-2-methyl-propenyl ester was dissolved in 60 ml methanol and a trace of bromocresol green was added. When 1.63 g sodium borohydride was added, the color changed immediately from yellow to deep blue. Several drops of 2N HCl/methanol solution turned the color of the reaction back to yellow. The reaction was stirred for 2½ hours, with occasional addition of acid to maintain the yellow color. The reaction mixture was evaporated to dr... The reagents and catalysts are Cl.CO (HCl methanol). Yields the product C(C)(C)(C)C1=CC=C(C=C1)CC(=COC(CCC(CCCCCCC)O)=O)C (4-Hydroxy-undecanoic acid 3-(4-tert-butyl-phenyl)-2-methyl-propenyl ester). Run in CO (methanol). The yield is 100.2%. The reactants are CC1=C(C=C(C(=C1Br)O)Br)C2(C=3C=CC=CC3S(=O)(=O)O2)C=4C=C(C(=C(C4C)Br)O)Br (bromocresol green), C(C)(C)(C)C1=CC=C(C=C1)CC(=COC(CCC(CCCCCCC)=O)=O)C (4-oxo-undecanoic acid 3-(4-tert-butyl-phenyl)-2-methyl-propenyl ester), [BH4-].[Na+] (sodium borohydride). Reaction SMILES: [C:1]([C:5]1[CH:10]=[CH:9][C:8]([CH2:11][C:12]([CH3:28])=[CH:13][O:14][C:15](=[O:27])[CH2:16][CH2:17][C:18](=[O:26])[CH2:19][CH2:20][CH2:21][CH2:22][CH2:23][CH2:24][CH3:25])=[CH:7][CH:6]=1)([CH3:4])([CH3:3])[CH3:2].CC1C(Br)=C(O)C(Br)=CC=1C1(C2C=C(Br)C(O)=C(Br)C=2C)OS(=O)(=O)C2C=CC=CC1=2.[BH4-].[Na+]>CO.Cl.CO>[C:1]([C:5]1[CH:10]=[CH:9][C:8]([CH2:11][C:12]([CH3:28])=[CH:13][O:14][C:15](=[O:27])[CH2:16][CH2:17][CH:18]([OH:26])[CH2:19][CH2:20][CH2:21][CH2:22][CH2:23][CH2:24][CH3:25])=[CH:7][CH:6]=1)([CH3:4])([CH3:2])[CH3:3] |f:2.3,5.6|. Starting materials: CCOC(=O)C1=C(C)NC(C)=C(C(=O)OCC)C1, Cc1ccccc1, O=C1NC(=O)C(=Cc2cc(=O)n(Cc3ccc(Cl)cc3)c3ccccc23)S1. Yields the product O=C1NC(=O)C(Cc2cc(=O)n(Cc3ccc(Cl)cc3)c3ccccc23)S1. As a reaction SMILES: [CH3:28][C:29]1=[C:40]([C:41]([O:42][CH2:43][CH3:44])=[O:45])[CH2:39][C:33]([C:34]([O:35][CH2:36][CH3:37])=[O:38])=[C:31]([CH3:32])[NH:30]1.[CH3:46][c:47]1[cH:48][cH:49][cH:50][cH:51][cH:52]1.[Cl:1][c:2]1[cH:3][cH:4][c:5]([CH2:6][n:7]2[c:8](=[O:25])[cH:9][c:10]([CH:17]=[C:18]3[C:19](=[O:24])[NH:20][C:21](=[O:23])[S:22]3)[c:11]3[cH:12][cH:13][cH:14][cH:15][c:16]23)[cH:26][cH:27]1>>[Cl:1][c:2]1[cH:3][cH:4][c:5]([CH2:6][n:7]2[c:8](=[O:25])[cH:9][c:10]([CH2:17][CH:18]3[C:19](=[O:24])[NH:20][C:21](=[O:23])[S:22]3)[c:11]3[cH:12][cH:13][cH:14][cH:15][c:16]23)[cH:26][cH:27]1.